Dataset: the Open Reaction Database (ORD), a public repository of structured organic reaction records. Task: describe an organic reaction: reactants, conditions, products, and yield Reactants: ClC=1N=C(C2=C(N1)C(CC2)C2=CC=C(C=C2)F)Cl (2,4-dichloro-7-(4-fluorophenyl)-6,7-dihydro-5H-cyclopenta[d]pyrimidine), C1(CC1)C(COC)N (1-cyclopropyl-2-methoxyethanamine). Yields the product ClC=1N=C(C2=C(N1)C(CC2)C2=CC=C(C=C2)F)NC(COC)C2CC2 (2-chloro-N-(1-cyclopropyl-2-methoxyethyl)-7-(4-fluorophenyl)-6,7-dihydro-5H-cyclopenta[d]pyrimidin-4-amine). As a reaction SMILES: [Cl:1][C:2]1[N:3]=[C:4](Cl)[C:5]2[CH2:10][CH2:9][CH:8]([C:11]3[CH:16]=[CH:15][C:14]([F:17])=[CH:13][CH:12]=3)[C:6]=2[N:7]=1.[CH:19]1([CH:22]([NH2:26])[CH2:23][O:24][CH3:25])[CH2:21][CH2:20]1>>[Cl:1][C:2]1[N:3]=[C:4]([NH:26][CH:22]([CH:19]2[CH2:21][CH2:20]2)[CH2:23][O:24][CH3:25])[C:5]2[CH2:10][CH2:9][CH:8]([C:11]3[CH:16]=[CH:15][C:14]([F:17])=[CH:13][CH:12]=3)[C:6]=2[N:7]=1. Procedure: 2,4-dichloro-7-(4-fluorophenyl)-6,7-dihydro-5H-cyclopenta[d]pyrimidine (Preparation H) was reacted as described in Preparation Hr with 1-cyclopropyl-2-methoxyethanamine to afford 2-chloro-N-(1-cyclopropyl-2-methoxyethyl)-7-(4-fluorophenyl)-6,7-dihydro-5H-cyclopenta[d]pyrimidin-4-amine (Preparation Hw) as a mixture of 4 diasteriomers. LC-MS (M+H)+=362.1. The reactants are CC(C)(C)OC(=O)C1CCCN1CC(O)C(Cc1ccc(F)cc1)NC(=O)OCc1ccccc1, NC(=O)CC(NC(=O)OCc1ccccc1)C(=O)O, CCO. Yields the product CC(C)(C)OC(=O)C1CCCN1CC(O)C(Cc1ccc(F)cc1)NC(=O)C(CC(N)=O)NC(=O)OCc1ccccc1. RXN SMILES: [C:1]([CH3:2])([CH3:3])([CH3:4])[O:5][C:6]([CH:7]1[N:8]([CH2:12][CH:13]([CH:14]([CH2:15][c:16]2[cH:17][cH:18][c:19]([F:22])[cH:20][cH:21]2)[NH:23][C:24](=[O:25])[O:26][CH2:27][c:28]2[cH:29][cH:30][cH:31][cH:32][cH:33]2)[OH:34])[CH2:9][CH2:10][CH2:11]1)=[O:35].[CH2:36]([c:37]1[cH:38][cH:39][cH:40][cH:41][cH:42]1)[O:43][C:44](=[O:45])[NH:46][CH:47]([CH2:48][C:49]([NH2:50])=[O:51])[C:52]([OH:53])=[O:54].[CH3:55][CH2:56][OH:57]>>[C:1]([CH3:2])([CH3:3])([CH3:4])[O:5][C:6]([CH:7]1[N:8]([CH2:12][CH:13]([CH:14]([CH2:15][c:16]2[cH:17][cH:18][c:19]([F:22])[cH:20][cH:21]2)[NH:23][C:24](=[O:25])[CH:47]([NH:46][C:44]([O:43][CH2:36][c:37]2[cH:38][cH:39][cH:40][cH:41][cH:42]2)=[O:45])[CH2:48][C:49]([NH2:50])=[O:51])[OH:34])[CH2:9][CH2:10][CH2:11]1)=[O:35]. Reaction SMILES: [Br-:1].[NH2:2][CH2:3][CH2:4][CH2:5][CH2:6][CH2:7][N+:8]([CH2:11][CH2:12][NH:13][C:14]([C:16]1[C:21]([NH2:22])=[N:20][C:19]([NH2:23])=[C:18]([Cl:24])[N:17]=1)=[O:15])([CH3:10])[CH3:9].[CH2:25]([O:32][C:33]1[CH:38]=[CH:37][C:36]([CH2:39][C:40](O)=[O:41])=[CH:35][CH:34]=1)[C:26]1[CH:31]=[CH:30][CH:29]=[CH:28][CH:27]=1.CN1CCOCC1.C1CCC(N=C=NC2CCCCC2)CC1.C1C=CC2N(O)N=NC=2C=1>CN(C=O)C>[Br-:1].[CH2:25]([O:32][C:33]1[CH:34]=[CH:35][C:36]([CH2:39][C:40]([NH:2][CH2:3][CH2:4][CH2:5][CH2:6][CH2:7][N+:8]([CH2:11][CH2:12][NH:13][C:14]([C:16]2[C:21]([NH2:22])=[N:20][C:19]([NH2:23])=[C:18]([Cl:24])[N:17]=2)=[O:15])([CH3:9])[CH3:10])=[O:41])=[CH:37][CH:38]=1)[C:26]1[CH:27]=[CH:28][CH:29]=[CH:30][CH:31]=1 |f:0.1,7.8|. Run in CN(C)C=O (DMF). Starting materials: [Br-].NCCCCC[N+](C)(C)CCNC(=O)C1=NC(=C(N=C1N)N)Cl ((5-amino-pentyl)-{2-[(3,5-diamino-6-chloro-pyrazine-2-carbonyl)-amino]-ethyl}-dimethyl-ammonium bromide), [Br-].NCCCCC[N+](C)(C)CCNC(=O)C1=NC(=C(N=C1N)N)Cl ((5-amino-pentyl)-{2-[(3,5-diamino-6-chloro-pyrazine-2-carbonyl)-amino]-ethyl}-dimethyl-ammonium bromide), C(C1=CC=CC=C1)OC1=CC=C(C=C1)CC(=O)O (4-benzyloxy phenyl acetic acid), CN1CCOCC1 (N-methylmorpholine), C1CCC(CC1)N=C=NC2CCCCC2 (DCC), C=1C=CC2=C(C1)N=NN2O (HOBt). Yields the product [Br-].C(C1=CC=CC=C1)OC1=CC=C(C=C1)CC(=O)NCCCCC[N+](C)(C)CCNC(=O)C1=NC(=C(N=C1N)N)Cl ({5-[2-(4-Benzyloxy-phenyl)-acetylamino]-pentyl}-{2-[(3,5-diamino-6-chloro-pyrazine-2-carbonyl)-amino]-ethyl}-dimethyl-ammonium bromide). Procedure details: A solution of (5-amino-pentyl)-{2-[(3,5-diamino-6-chloro-pyrazine-2-carbonyl)-amino]-ethyl}-dimethyl-ammonium bromide (Intermediate O) (1.0 g, 2.35 mmol), 4-benzyloxy phenyl acetic acid (0.57 g, 2.35 mmol), N-methylmorpholine (1.0 mL, 9.09 mmol), DCC (0.49 g, 2.35 mmol) and HOBt (0.32 g, 2.36 mmol) in DMF (20 mL) is stirred at RT for 1 h. The reaction mixture is concentrated in vacuo, and the residue is purified by column chromatography (basic alumina, 0-4% methanol in DCM) to afford a brown sol... Reactants: C(C1=CC=CC=C1)Br (benzyl bromide), C([O-])([O-])=O.[K+].[K+] (potassium carbonate), NC1=CC2=C(C=C(S2)C(=O)OC)C=C1 (Methyl 6-aminobenzothiophene-2-carboxylate). The solvent is CN(C)C=O (DMF). Product: COC(=O)C1=CC2=C(S1)C=C(C=C2)N(CC2=CC=CC=C2)CC2=CC=CC=C2 (6-Dibenzylamino-benzo[b]thiophene-2-carboxylic acid methyl ester). Reaction SMILES: [NH2:1][C:2]1[CH:14]=[CH:13][C:5]2[CH:6]=[C:7]([C:9]([O:11][CH3:12])=[O:10])[S:8][C:4]=2[CH:3]=1.[CH2:15](Br)[C:16]1[CH:21]=[CH:20][CH:19]=[CH:18][CH:17]=1.C(=O)([O-])[O-].[K+].[K+]>CN(C=O)C>[CH3:12][O:11][C:9]([C:7]1[S:8][C:4]2[CH:3]=[C:2]([N:1]([CH2:6][C:5]3[CH:13]=[CH:14][CH:2]=[CH:3][CH:4]=3)[CH2:15][C:16]3[CH:21]=[CH:20][CH:19]=[CH:18][CH:17]=3)[CH:14]=[CH:13][C:5]=2[CH:6]=1)=[O:10] |f:2.3.4|. Procedure details: Methyl 6-aminobenzothiophene-2-carboxylate (29 mg, 0.140 mmol) was dissolved in 1 mL of anhydrous DMF and reacted with benzyl bromide (40 μL, 0.38 mmol) in the presence of potassium carbonate (41 mg, 0.30 mmol) at 80° C. under a nitrogen atmosphere for 16 h. The reaction mixture was used in the next step without further purification. MS (EI): cal'd 388 (MH+), exp 388 (MH+). Reactants: ClC1=C(C#N)C(=CC(=N1)NC1=NNC(=C1)C)C (2-chloro-6-(5-methyl-1H-pyrazol-3-ylamino)-4-methylnicotinonitrile), Cl.COC1=CC=C(OCCN)C=C1 (2-(4-methoxyphenoxy)ethylamine hydrochloride), C(O)([O-])=O.[Na+] (sodium hydrogencarbonate), CS(=O)C (DMSO). Run in O (water). Run at temperature 100 celsius, time 27 hour. Product: Cl.COC1=CC=C(OCCNC2=C(C#N)C(=CC(=N2)NC2=NNC(=C2)C)C)C=C1 (2-(2-(4-methoxyphenoxy)ethylamino)-6-(5-methyl-1H-pyrazol-3-ylamino)-4-methylnicotinonitrile hydrochloride). Isolated yield 19.4%. Reaction SMILES: [Cl:1][C:2]1[N:9]=[C:8]([NH:10][C:11]2[CH:15]=[C:14]([CH3:16])[NH:13][N:12]=2)[CH:7]=[C:6]([CH3:17])[C:3]=1[C:4]#[N:5].Cl.[CH3:19][O:20][C:21]1[CH:30]=[CH:29][C:24]([O:25][CH2:26][CH2:27][NH2:28])=[CH:23][CH:22]=1.C(=O)([O-])O.[Na+].CS(C)=O>O>[ClH:1].[CH3:19][O:20][C:21]1[CH:30]=[CH:29][C:24]([O:25][CH2:26][CH2:27][NH:28][C:2]2[N:9]=[C:8]([NH:10][C:11]3[CH:15]=[C:14]([CH3:16])[NH:13][N:12]=3)[CH:7]=[C:6]([CH3:17])[C:3]=2[C:4]#[N:5])=[CH:23][CH:22]=1 |f:1.2,3.4,7.8|. Procedure: Compound A (300 mg, 1.22 mmol), 2-(4-methoxyphenoxy)ethylamine hydrochloride (489 mg) and sodium hydrogencarbonate (1.37 g) were added to DMSO (10 ml), and the mixture was stirred at 100° C. for 27 hr. After stirring, the reaction mixture was added dropwise to cold water, and the mixture was extracted with ethyl acetate. The organic layer was washed with saturated brine, and concentrated, and the residue was washed by suspending in ethyl acetate. This was converted to hydrochloride to give the o... Starting materials: FC=1C=CC(=NC1)C1=CC=C(C=C1)CC(C)(O)C=1NC=C(N1)CC(C=C)(C(F)(F)F)C (1-[4-(5-fluoropyridin-2-yl)phenyl]-2-{4-[2-methyl-2-(trifluoromethyl)but-3-en-1-yl]-1H-imidazol-2-yl}propan-2-ol). The reagents and catalysts are [Pd] (Pd). Run in CO (methanol). Reaction conditions: time 1 hour. The product is FC=1C=CC(=NC1)C1=CC=C(C=C1)CC(C)(O)C=1NC=C(N1)CC(CC)(C(F)(F)F)C (1-[4-(5-fluoropyridin-2-yl)phenyl]-2-[4-[2-methyl-2-(trifluoromethyl)butyl]-1H-imidazol-2-yl]propan-2-ol). As a reaction SMILES: [F:1][C:2]1[CH:3]=[CH:4][C:5]([C:8]2[CH:13]=[CH:12][C:11]([CH2:14][C:15]([C:18]3[NH:19][CH:20]=[C:21]([CH2:23][C:24]([CH3:31])([C:27]([F:30])([F:29])[F:28])[CH:25]=[CH2:26])[N:22]=3)([OH:17])[CH3:16])=[CH:10][CH:9]=2)=[N:6][CH:7]=1>CO.[Pd]>[F:1][C:2]1[CH:3]=[CH:4][C:5]([C:8]2[CH:9]=[CH:10][C:11]([CH2:14][C:15]([C:18]3[NH:19][CH:20]=[C:21]([CH2:23][C:24]([CH3:31])([C:27]([F:30])([F:29])[F:28])[CH2:25][CH3:26])[N:22]=3)([OH:17])[CH3:16])=[CH:12][CH:13]=2)=[N:6][CH:7]=1. Reported procedure: Pd (10 wt % on activated carbon) (catalytic) was added to a degassed, ambient temperature solution of 1-[4-(5-fluoropyridin-2-yl)phenyl]-2-{4-[2-methyl-2-(trifluoromethyl)but-3-en-1-yl]-1H-imidazol-2-yl}propan-2-ol (Example 34) (8 mg, 0.02 mmol) in methanol (1 mL). After stirring at ambient temperature under an atmosphere of hydrogen for 1 h, the reaction mixture was filtered through cotton and concentrated in vacuo to afford the title compound. (M+H) found: 436. Starting materials: BrC1=CC=C(C=C1)[C@@H](C(F)(F)F)N[C@@H](CCC)C(=O)NC1(CC1)C#N (N2-[(1S)-1-(4-bromophenyl)-2,2,2-trifluoroethyl]-N1-(1-cyanocyclopropyl)-L-norvalinamide), CS(=O)(=O)C1=CC=C(C=C1)B(O)O (4-methanesulfonylphenyl-boronic acid), C(=O)([O-])[O-].[K+].[K+] (K2CO3), [1,1′-bis(diphenyl-phosphino)ferrocene]dichloropalladium(II). Solvent: CN(C)C=O (DMF), C(C)(=O)OCC (ethyl acetate). Reaction conditions: temperature 82.5 celsius. The product is C(#N)C1(CC1)NC([C@@H](N[C@H](C(F)(F)F)C1=CC=C(C=C1)C1=CC=C(C=C1)S(=O)(=O)C)CCC)=O (N1-(1-cyanocyclopropyl)-N2-{(1S)-2,2,2-trifluoro-1-[4′-(methylsulfonyl)-1,1′-biphenyl-4-yl]ethyl}-L-norvalinamide). RXN SMILES: Br[C:2]1[CH:7]=[CH:6][C:5]([C@H:8]([NH:13][C@H:14]([C:18]([NH:20][C:21]2([C:24]#[N:25])[CH2:23][CH2:22]2)=[O:19])[CH2:15][CH2:16][CH3:17])[C:9]([F:12])([F:11])[F:10])=[CH:4][CH:3]=1.[CH3:26][S:27]([C:30]1[CH:35]=[CH:34][C:33](B(O)O)=[CH:32][CH:31]=1)(=[O:29])=[O:28].C([O-])([O-])=O.[K+].[K+]>CN(C=O)C.C(OCC)(=O)C>[C:24]([C:21]1([NH:20][C:18](=[O:19])[C@H:14]([CH2:15][CH2:16][CH3:17])[NH:13][C@@H:8]([C:5]2[CH:6]=[CH:7][C:2]([C:33]3[CH:34]=[CH:35][C:30]([S:27]([CH3:26])(=[O:29])=[O:28])=[CH:31][CH:32]=3)=[CH:3][CH:4]=2)[C:9]([F:12])([F:11])[F:10])[CH2:23][CH2:22]1)#[N:25] |f:2.3.4|. Procedure: A mixture of N2-[(1S)-1-(4-bromophenyl)-2,2,2-trifluoroethyl]-N1-(1-cyanocyclopropyl)-L-norvalinamide (6.46 g, 15.44 mmol), 4-methanesulfonylphenyl-boronic acid (3.40 g, 16.98 mmol), and 2M K2CO3 (19.3 mL) was dissolved in DMF (75 mL) in a thick-walled flask. The reaction mixture was degassed, and [1,1′-bis(diphenyl-phosphino)ferrocene]dichloropalladium(II), dichloromethane complex (0.678 g, 0.926 mmol) was added. The flask was sealed, heated at 80-85° C. for 3 hours, cooled, and diluted with et... Reactants: O=C1NC(=O)c2ccccc21, CN(C)C=O, ClCC1CN(Cc2ccccc2)CCO1, [K], O. The product is O=C1c2ccccc2C(=O)N1CC1CN(Cc2ccccc2)CCO1. As a reaction SMILES: [C:16]1(=[O:26])[c:17]2[c:18]([cH:22][cH:23][cH:24][cH:25]2)[C:19](=[O:21])[NH:20]1.[CH3:29][N:30]([CH3:31])[CH:32]=[O:33].[Cl:1][CH2:2][CH:3]1[O:4][CH2:5][CH2:6][N:7]([CH2:9][c:10]2[cH:11][cH:12][cH:13][cH:14][cH:15]2)[CH2:8]1.[K:27].[OH2:28]>>[CH2:2]([CH:3]1[O:4][CH2:5][CH2:6][N:7]([CH2:9][c:10]2[cH:11][cH:12][cH:13][cH:14][cH:15]2)[CH2:8]1)[N:20]1[C:16](=[O:26])[c:17]2[c:18]([cH:22][cH:23][cH:24][cH:25]2)[C:19]1=[O:21]. The reactants are [N+](=O)([O-])C=1C=CC(=NC1)OC1=C2C(=NNC2=CC=C1)C=O (4-(5-nitropyridin-2-yloxy)-1H-indazole-3-carbaldehyde), CN1CCN(CC1)C=1C=C(C(=CC1)N)N (4-(4-methylpiperazin-1-yl)-benzene-1,2-diamine). Yields the product CN1CCN(CC1)C=1C=CC2=C(NC(=N2)C2=NNC3=CC=CC(=C23)OC2=NC=C(C=C2)[N+](=O)[O-])C1 (3-[6-(4-Methyl-piperazin-1-yl)-1H-benzoimidazol-2-yl]-4-(5-nitro-pyridin-2-yloxy)-1H-indazole). Reaction SMILES: [N+:1]([C:4]1[CH:5]=[CH:6][C:7]([O:10][C:11]2[CH:19]=[CH:18][CH:17]=[C:16]3[C:12]=2[C:13]([CH:20]=O)=[N:14][NH:15]3)=[N:8][CH:9]=1)([O-:3])=[O:2].[CH3:22][N:23]1[CH2:28][CH2:27][N:26]([C:29]2[CH:30]=[C:31]([NH2:36])[C:32]([NH2:35])=[CH:33][CH:34]=2)[CH2:25][CH2:24]1>>[CH3:22][N:23]1[CH2:24][CH2:25][N:26]([C:29]2[CH:34]=[CH:33][C:32]3[N:35]=[C:20]([C:13]4[C:12]5[C:16](=[CH:17][CH:18]=[CH:19][C:11]=5[O:10][C:7]5[CH:6]=[CH:5][C:4]([N+:1]([O-:3])=[O:2])=[CH:9][N:8]=5)[NH:15][N:14]=4)[NH:36][C:31]=3[CH:30]=2)[CH2:27][CH2:28]1. Reported procedure: The formation of the tide compound is carried out using 4-(5-nitropyridin-2-yloxy)-1H-indazole-3-carbaldehyde and 4-(4-methylpiperazin-1-yl)-benzene-1,2-diamine using the method described above in Example 4.